describe an organic reaction: reactants, conditions, products, and yield From a dataset of the Open Reaction Database (ORD), a public repository of structured organic reaction records. Starting materials: O=C1CCC(CC1)CNC(OCC1=CC=CC=C1)=O (benzyl (4-oxocyclohexyl)methylcarbamate), C(C)[Mg]Br (ethylmagnesium bromide). The solvent is CCOCC (ether), O1CCCC1 (tetrahydrofuran). Run at temperature -78 celsius, time 2 hour. The product is C(C)C1(CCC(CC1)CNC(OCC1=CC=CC=C1)=O)O (benzyl (4-ethyl-4-hydroxycyclohexyl)methylcarbamate). Reaction SMILES: [O:1]=[C:2]1[CH2:7][CH2:6][CH:5]([CH2:8][NH:9][C:10](=[O:19])[O:11][CH2:12][C:13]2[CH:18]=[CH:17][CH:16]=[CH:15][CH:14]=2)[CH2:4][CH2:3]1.[CH2:20]([Mg]Br)[CH3:21]>O1CCCC1.CCOCC>[CH2:20]([C:2]1([OH:1])[CH2:7][CH2:6][CH:5]([CH2:8][NH:9][C:10](=[O:19])[O:11][CH2:12][C:13]2[CH:14]=[CH:15][CH:16]=[CH:17][CH:18]=2)[CH2:4][CH2:3]1)[CH3:21]. Procedure: To a vigorous stirring solution of benzyl (4-oxocyclohexyl)methylcarbamate (1 g) in tetrahydrofuran (20 mL) at −78° C. was slowly added 1 M ethylmagnesium bromide (11.48 ml, 11.48 mmol) in ether. After completion of the addition, the mixture was stirred at −78° C. for 2 hours and was warmed to 0° C., and stirred in an ice bath for 30 minutes. The reaction was quenched with a cold NH4Cl aqueous solution. The precipitates were filtered off and washed with ethyl acetate. The filtrate was concentrat... Reactants: COC=1C=C2C(=CNC2=CC1)CC1CCNCC1 (4-[(5-methoxy-3-indolyl)-methyl]-piperidine), [OH-].[Na+] (sodium hydroxide), C(Cl)(Cl)Cl (chloroform). The reagents and catalysts are [Cl-].C(C)[N+](CC1=CC=CC=C1)(CC)CC (triethylbenzylammonium chloride). Run in O (water). The product is ClC=1C=NC2=CC=C(C=C2C1CC1CCNCC1)OC (3-chloro-6-methoxy-4-[(4-piperidyl)-methyl]-quinoline). Reaction SMILES: [CH3:1][O:2][C:3]1[CH:4]=[C:5]2[C:9](=[CH:10][CH:11]=1)[NH:8][CH:7]=[C:6]2[CH2:12][CH:13]1[CH2:18][CH2:17][NH:16][CH2:15][CH2:14]1.[OH-].[Na+].[CH:21](Cl)(Cl)[Cl:22]>[Cl-].C([N+](CC)(CC)CC1C=CC=CC=1)C.O>[Cl:22][C:21]1[CH:7]=[N:8][C:9]2[C:5]([C:6]=1[CH2:12][CH:13]1[CH2:14][CH2:15][NH:16][CH2:17][CH2:18]1)=[CH:4][C:3]([O:2][CH3:1])=[CH:11][CH:10]=2 |f:1.2,4.5|. Procedure: The operation is as in Example 1, but starting from 10.2 g of 4-[(5-methoxy-3-indolyl)-methyl]-piperidine and 0.21 g of triethylbenzylammonium chloride in 100 ml of chloroform, and 12.5 g of sodium hydroxide in solution in 25 ml of water. 3.7 g of 3-chloro-6-methoxy-4-[(4-piperidyl)-methyl]-quinoline are finally obtained, the monohydrochloride of which melts above 260° C. The reactants are C1CCOC1, CC(C)[N-]C(C)C, [Li+], O, CCOC(=O)Cc1cccnc1. Yields the product CCOC(=O)C(C)c1cccnc1. RXN SMILES: [CH2:22]1[O:23][CH2:24][CH2:25][CH2:26]1.[CH3:14][CH:15]([N-:16][CH:17]([CH3:18])[CH3:19])[CH3:20].[Li+:13].[OH2:21].[n:1]1[cH:2][c:3]([CH2:7][C:8](=[O:9])[O:10][CH2:11][CH3:12])[cH:4][cH:5][cH:6]1>>[n:1]1[cH:2][c:3]([CH:7]([C:8](=[O:9])[O:10][CH2:11][CH3:12])[CH3:14])[cH:4][cH:5][cH:6]1. The reactants are C, CC(C)(C)[Si](C)(C)OCC(O)C(Cc1ccccc1)NC(=O)OCc1ccccc1, CO, [Pd]. Product: CC(C)(C)[Si](C)(C)OCC(O)C(N)Cc1ccccc1. As a reaction SMILES: [C:33].[CH2:1]([O:2][C:3](=[O:4])[NH:11][CH:12]([CH:13]([CH2:14][O:15][Si:16]([CH3:17])([CH3:18])[C:19]([CH3:20])([CH3:21])[CH3:22])[OH:23])[CH2:24][c:25]1[cH:26][cH:27][cH:28][cH:29][cH:30]1)[c:5]1[cH:6][cH:7][cH:8][cH:9][cH:10]1.[CH3:31][OH:32].[Pd:34]>>[NH2:11][CH:12]([CH:13]([CH2:14][O:15][Si:16]([CH3:17])([CH3:18])[C:19]([CH3:20])([CH3:21])[CH3:22])[OH:23])[CH2:24][c:25]1[cH:26][cH:27][cH:28][cH:29][cH:30]1. Starting materials: O=C(Cl)CCCN1C(=O)c2ccccc2C1=O, F, C=[N+]=[N-], O, c1ccncc1. Product: O=C(CF)CCCN1C(=O)c2ccccc2C1=O. Reaction SMILES: [C:4]1(=[O:20])[c:5]2[c:6]([cH:16][cH:17][cH:18][cH:19]2)[C:7](=[O:15])[N:8]1[CH2:9][CH2:10][CH2:11][C:12](=[O:13])[Cl:14].[FH:21].[N+:1](=[N-:2])=[CH2:3].[OH2:28].[cH:22]1[cH:23][cH:24][n:25][cH:26][cH:27]1>>[CH2:3]([C:12]([CH2:11][CH2:10][CH2:9][N:8]1[C:4](=[O:20])[c:5]2[c:6]([cH:16][cH:17][cH:18][cH:19]2)[C:7]1=[O:15])=[O:13])[F:21]. Reaction SMILES: [CH2:1]([CH3:2])[O:3][C:4]([C:5]([CH3:6])([CH3:7])[O:8][c:9]1[cH:10][cH:11][c:12]([O:15][CH2:16][CH2:17][c:18]2[n:19][c:20](-[c:24]3[cH:25][cH:26][c:27](-[c:30]4[s:31][cH:32][cH:33][cH:34]4)[cH:28][cH:29]3)[o:21][c:22]2[CH3:23])[cH:13][cH:14]1)=[O:35].[CH3:38][CH2:39][OH:40].[ClH:41].[Li+:36].[OH-:37].[OH2:42]>>[O:3]=[C:4]([C:5]([CH3:6])([CH3:7])[O:8][c:9]1[cH:10][cH:11][c:12]([O:15][CH2:16][CH2:17][c:18]2[n:19][c:20](-[c:24]3[cH:25][cH:26][c:27](-[c:30]4[s:31][cH:32][cH:33][cH:34]4)[cH:28][cH:29]3)[o:21][c:22]2[CH3:23])[cH:13][cH:14]1)[OH:35]. Starting materials: CCOC(=O)C(C)(C)Oc1ccc(OCCc2nc(-c3ccc(-c4cccs4)cc3)oc2C)cc1, CCO, Cl, [Li+], [OH-], O. The product is Cc1oc(-c2ccc(-c3cccs3)cc2)nc1CCOc1ccc(OC(C)(C)C(=O)O)cc1. Starting materials: [BH3-]C#N.[Na+] (NaBH3CN), BrC1=C(C=CC=C1)N1CCNCC1 (1-(2-Bromophenyl)piperazine), [BH3-]C#N.[Na+] (NaBH3CN). Solvent: C=O (formaldehyde). Conditions: time 3 hour. Product: BrC1=C(C=CC=C1)N1CCN(CC1)C (1-(2-bromophenyl)-4-methylpiperazine). The yield is 52.4%. RXN SMILES: [Br:1][C:2]1[CH:7]=[CH:6][CH:5]=[CH:4][C:3]=1[N:8]1[CH2:13][CH2:12][NH:11][CH2:10][CH2:9]1.[BH3-][C:15]#N.[Na+]>C=O>[Br:1][C:2]1[CH:7]=[CH:6][CH:5]=[CH:4][C:3]=1[N:8]1[CH2:13][CH2:12][N:11]([CH3:15])[CH2:10][CH2:9]1 |f:1.2|. Procedure: 1-(2-Bromophenyl)piperazine (200 mg) was dissolved in formaldehyde (36.5% in water, 0.603 mL) and the solution was stirred 3 h at RT. NaBH3CN (78.2 mg) was added and the mixture was stirred at RT overnight. NaBH3CN (78.2 mg) was added again and the mixture was stirred at RT for 6 h. The solvents were removed in vacuo and the residue was taken up in EA, washed with sat. NaHCO3, dried (Na2SO4) and evaporated to dryness. The residue was purified by CC (Biotage, SNAP 25 g cartridge, solvent A: Hept;...